Dataset: the Open Reaction Database (ORD), a public repository of structured organic reaction records. Task: describe an organic reaction: reactants, conditions, products, and yield The reactants are FC1=C(C(=O)O)C=CC=C1F (2,3-Difluorobenzoic acid), S(=O)(Cl)Cl (thionyl chloride). The solvent is C1(=CC=CC=C1)C (toluene). Yields the product FC1=C(C(=O)Cl)C=CC=C1F (2,3-Difluorobenzoyl chloride). The yield is 87.4%. Reaction SMILES: [F:1][C:2]1[C:10]([F:11])=[CH:9][CH:8]=[CH:7][C:3]=1[C:4](O)=[O:5].S(Cl)([Cl:14])=O>C1(C)C=CC=CC=1>[F:1][C:2]1[C:10]([F:11])=[CH:9][CH:8]=[CH:7][C:3]=1[C:4]([Cl:14])=[O:5]. Procedure details: 2,3-Difluorobenzoic acid (11.6 g, 0.07 mol), thionyl chloride (37.5 ml, 61.1 g, 0.5 mol) and toluene (80 ml) were heated at reflux for 3 h. The solution was cooled and the volatiles were removed in vacuo. The residue was azeotroped with toluene (2×30 ml) to give the product (10.8 g) as a clear yellow oil. The reactants are [Al+3], CN1CCNC(=O)C1(C)C, [H-], [H-], [H-], [H-], [Li+], C1CCOC1. Product: CN1CCNCC1(C)C. RXN SMILES: [Al+3:2].[CH3:7][C:8]1([CH3:16])[C:9](=[O:15])[NH:10][CH2:11][CH2:12][N:13]1[CH3:14].[H-:1].[H-:4].[H-:5].[H-:6].[Li+:3].[O:17]1[CH2:18][CH2:19][CH2:20][CH2:21]1>>[CH3:7][C:8]1([CH3:16])[CH2:9][NH:10][CH2:11][CH2:12][N:13]1[CH3:14]. The reactants are C1=CC=[NH+]C=C1.C1=CC=[NH+]C=C1.[O-][Cr](=O)(=O)O[Cr](=O)(=O)[O-] (PDC), FC1=CC=C(C=C1)C(O)C1=CC=C2C=CC=NC2=C1[N+](=O)[O-] ((4-fluoro-phenyl)-(8-nitro-quinolin-7-yl)-methanol), FC1=CC=C(C=C1)C(O)C1=CC=C2C=CC=NC2=C1[N+](=O)[O-] ((4-fluoro-phenyl)-(8-nitro-quinolin-7-yl)-methanol). Run in C(Cl)Cl (DCM). Conditions: temperature 30 celsius, time 18 hour. Product: FC1=CC=C(C=C1)C(=O)C1=CC=C2C=CC=NC2=C1[N+](=O)[O-] ((4-Fluoro-phenyl)-(8-nitro-quinolin-7-yl)-methanone). Yield: 75.0%. RXN SMILES: C1C=C[NH+]=CC=1.C1C=C[NH+]=CC=1.[O-][Cr](O[Cr]([O-])(=O)=O)(=O)=O.[F:22][C:23]1[CH:28]=[CH:27][C:26]([CH:29]([C:31]2[C:40]([N+:41]([O-:43])=[O:42])=[C:39]3[C:34]([CH:35]=[CH:36][CH:37]=[N:38]3)=[CH:33][CH:32]=2)[OH:30])=[CH:25][CH:24]=1>C(Cl)Cl>[F:22][C:23]1[CH:24]=[CH:25][C:26]([C:29]([C:31]2[C:40]([N+:41]([O-:43])=[O:42])=[C:39]3[C:34]([CH:35]=[CH:36][CH:37]=[N:38]3)=[CH:33][CH:32]=2)=[O:30])=[CH:27][CH:28]=1 |f:0.1.2|. Reported procedure: PDC (404 mg, 1.08 mmol) was added to a solution of (4-fluoro-phenyl)-(8-nitro-quinolin-7-yl)-methanol (Intermediate 337) (214 mg, 0.72 mmol) in DCM (10 ml). The mixture was heated to 30° C. and stirring was continued for 18 h. After cooling, the mixture was concentrated in vacuo. The crude residue was dissolved in toluene, filtered and concentrated in vacuo to give the title compound (160 mg, 75%). The reactants are C(C)OC(CN(C1=C(C=CC=C1[N+](=O)[O-])F)C(=O)OC(C)(C)C)=O (N-(tert-Butyloxycarbonyl)-N-(2-fluoro-6-nitrophenyl)glycine ethyl ester). Reagents/catalysts: [Pd] (palladium on carbon). Solvent: CO (methanol). Reaction conditions: time 1 hour. The product is C(C)(C)(C)OC(=O)N1CC(NC2=CC=CC(=C12)F)=O (4-(tert-Butyloxycarbonyl)-5-fluoro-1,2,3,4-tetrahydroquinoxalin-2-one). Reaction SMILES: C([O:3][C:4](=O)[CH2:5][N:6]([C:17]([O:19][C:20]([CH3:23])([CH3:22])[CH3:21])=[O:18])[C:7]1[C:12]([N+:13]([O-])=O)=[CH:11][CH:10]=[CH:9][C:8]=1[F:16])C>[Pd].CO>[C:20]([O:19][C:17]([N:6]1[C:7]2[C:12](=[CH:11][CH:10]=[CH:9][C:8]=2[F:16])[NH:13][C:4](=[O:3])[CH2:5]1)=[O:18])([CH3:23])([CH3:22])[CH3:21]. Procedure: A mixture of 2.06 g of N-(tert-butyloxycarbonyl)-N-(2-fluoro-6-nitrophenyl)glycine ethyl ester (XX, EXAMPLE 22, 2.06 g) and palladium on carbon (10%, 0.19 g) in methanol (150 ml) is shaken under hydrogen on a Parr apparatus at 37 psi for 1 hr. The catalyst is then filtered off and p-toluenesulfonic acid 0.016 g) is added. The solution is stirred at 80° for 1 hr and then at 20°-25° overnight The solvent is then removed under reduced pressure and the residue is chromatographed on silica gel (200 m... Reactants: CC(CC(=O)C1=CC=C(C=C1)C)C (3,4′-dimethylbutyrophenone), C1CC(=O)N(C1=O)Br (NBS). Reagents/catalysts: CC(C)(C#N)N=NC(C)(C)C#N (AIBN). Run in C(Cl)(Cl)(Cl)Cl (carbon tetrachloride). Yields the product CC(CC(=O)C1=CC=C(CBr)C=C1)C (4-(3-Methyl-butyryl)-benzyl bromide). The yield is 67.9%. Reaction SMILES: [CH3:1][CH:2]([CH3:13])[CH2:3][C:4]([C:6]1[CH:11]=[CH:10][C:9]([CH3:12])=[CH:8][CH:7]=1)=[O:5].C1C(=O)N([Br:21])C(=O)C1>C(Cl)(Cl)(Cl)Cl.CC(N=NC(C#N)(C)C)(C#N)C>[CH3:1][CH:2]([CH3:13])[CH2:3][C:4]([C:6]1[CH:7]=[CH:8][C:9]([CH2:12][Br:21])=[CH:10][CH:11]=1)=[O:5]. Procedure details: Heat a mixture of 3,4′-dimethylbutyrophenone (3 g, 17.02 mmol), NBS (3.787 g, 16.18 mmol), and AIBN (70 mg, 0.425 mmol) in carbon tetrachloride (80 mL) for 14 h at reflux. Cool to ambient temperature and filter the mixture. Concentrate the filtrate in vacuo. Purify the crude mixture by chromatography on silica gel eluting sequentially with hexane and hexane/EtOAc (9:1) to provide the title compound as oil (2.802 g, 65%). GC-MS m/z: 255 (M+).